From a dataset of the Open Reaction Database (ORD), a public repository of structured organic reaction records. describe an organic reaction: reactants, conditions, products, and yield Reactants: CC(CCC(O[SiH](C)C)C(C)(C)C)C1CCC2C3C(=O)C=C4CC(OC5CCCCO5)CCC4(C)C3CCC12C, CCOC(C)=O, O=[Pt]=O. The product is CC(CCC(O[SiH](C)C)C(C)(C)C)C1CCC2C3C(=O)CC4CC(OC5CCCCO5)CCC4(C)C3CCC12C. Reaction SMILES: [C:1]([CH3:2])([CH3:3])([CH3:4])[CH:5]([CH2:6][CH2:7][CH:8]([CH3:9])[CH:10]1[CH2:11][CH2:12][CH:13]2[CH:14]3[C:15](=[O:36])[CH:16]=[C:17]4[CH2:18][CH:19]([O:29][CH:30]5[O:31][CH2:32][CH2:33][CH2:34][CH2:35]5)[CH2:20][CH2:21][C:22]4([CH3:23])[CH:24]3[CH2:25][CH2:26][C:27]12[CH3:28])[O:37][SiH:38]([CH3:39])[CH3:40].[CH3:41][CH2:42][O:43][C:44]([CH3:45])=[O:46].[Pt:47](=[O:48])=[O:49]>>[C:1]([CH3:2])([CH3:3])([CH3:4])[CH:5]([CH2:6][CH2:7][CH:8]([CH3:9])[CH:10]1[CH2:11][CH2:12][CH:13]2[CH:14]3[C:15](=[O:36])[CH2:16][CH:17]4[CH2:18][CH:19]([O:29][CH:30]5[O:31][CH2:32][CH2:33][CH2:34][CH2:35]5)[CH2:20][CH2:21][C:22]4([CH3:23])[CH:24]3[CH2:25][CH2:26][C:27]12[CH3:28])[O:37][SiH:38]([CH3:39])[CH3:40]. The reactants are C(C1=CC=CC=C1)OC(=O)N1[C@@H](CCCC1)C(=O)O ((2S)-1-[(benzyloxy)carbonyl]hexahydro-2-pyridinecarboxylic acid), CN(C)C(=[N+](C)C)ON1C2=C(C=CC=C2)N=N1.[B-](F)(F)(F)F (TBTU), CCN(C(C)C)C(C)C (DIPEA), N (ammonia), O1CCOCC1 (dioxane). Run in CCOC(=O)C (EtOAc), CN(C)C=O (DMF). Run at time 2 hour. Product: NC(=O)[C@H]1N(CCCC1)C(=O)OCC1=CC=CC=C1 (Benzyl (2S)-2-(aminocarbonyl)piperidine-1-carboxylate). As a reaction SMILES: [CH2:1]([O:8][C:9]([N:11]1[CH2:16][CH2:15][CH2:14][CH2:13][C@H:12]1[C:17]([OH:19])=O)=[O:10])[C:2]1[CH:7]=[CH:6][CH:5]=[CH:4][CH:3]=1.C[N:21](C(ON1N=NC2C=CC=CC1=2)=[N+](C)C)C.[B-](F)(F)(F)F.CCN(C(C)C)C(C)C.N.O1CCOCC1>CN(C=O)C.CCOC(C)=O>[NH2:21][C:17]([C@@H:12]1[CH2:13][CH2:14][CH2:15][CH2:16][N:11]1[C:9]([O:8][CH2:1][C:2]1[CH:7]=[CH:6][CH:5]=[CH:4][CH:3]=1)=[O:10])=[O:19] |f:1.2|. Reported procedure: A mixture of (2S)-1-[(benzyloxy)carbonyl]hexahydro-2-pyridinecarboxylic acid (1 eq), TBTU (1.3 eq), DIPEA (1.3 eq), in DMF (2 M) was stirred at R.T. for 30 min then ammonia in dioxane (4 M, 3 eq) was added and stirring was continued for 2 h. The reaction mixture was diluted with EtOAc, washed sequentially with sat. aq. NaHCO3 solution and brine. The solution was dried (Na2SO4), filtered and concentrated under reduced pressure. The crude was purified by crystallization from Et2O giving a white so... Reactants: [Al+3], CN1CCCC1=O, [Cl-], [Cl-], [Cl-], COc1cc(-c2nc(-c3c(Cl)nc(C)c(Cl)c3C)no2)cc([N+](=O)[O-])c1O, c1ccncc1. The product is Cc1nc(Cl)c(-c2noc(-c3cc(O)c(O)c([N+](=O)[O-])c3)n2)c(C)c1Cl. As a reaction SMILES: [Al+3:29].[CH3:38][N:39]1[CH2:40][CH2:41][CH2:42][C:43]1=[O:44].[Cl-:28].[Cl-:30].[Cl-:31].[Cl:1][c:2]1[n:3][c:4]([CH3:27])[c:5]([Cl:26])[c:6]([CH3:25])[c:7]1-[c:8]1[n:9][o:10][c:11](-[c:13]2[cH:14][c:15]([O:23][CH3:24])[c:16]([OH:22])[c:17]([N+:19](=[O:20])[O-:21])[cH:18]2)[n:12]1.[cH:32]1[cH:33][cH:34][n:35][cH:36][cH:37]1>>[Cl:1][c:2]1[n:3][c:4]([CH3:27])[c:5]([Cl:26])[c:6]([CH3:25])[c:7]1-[c:8]1[n:9][o:10][c:11](-[c:13]2[cH:14][c:15]([OH:23])[c:16]([OH:22])[c:17]([N+:19](=[O:20])[O-:21])[cH:18]2)[n:12]1. Starting materials: C[Si](C)(C)CCOCn1cc(C#N)nc1C(=O)[O-], COc1ccc(-c2ccc(N)c(C3=CCC(C)(C)CC3)c2)cn1, CCN(C(C)C)C(C)C, [K+]. Yields the product COc1ccc(-c2ccc(NC(=O)c3nc(C#N)cn3COCC[Si](C)(C)C)c(C3=CCC(C)(C)CC3)c2)cn1. RXN SMILES: [C:25](#[N:26])[c:27]1[n:28][c:29]([C:40](=[O:41])[O-:42])[n:30]([CH2:32][O:33][CH2:34][CH2:35][Si:36]([CH3:37])([CH3:38])[CH3:39])[cH:31]1.[CH3:1][C:2]1([CH3:23])[CH2:3][CH:4]=[C:5]([c:8]2[c:9]([NH2:22])[cH:10][cH:11][c:12](-[c:14]3[cH:15][n:16][c:17]([O:20][CH3:21])[cH:18][cH:19]3)[cH:13]2)[CH2:6][CH2:7]1.[CH:43]([N:44]([CH2:45][CH3:46])[CH:47]([CH3:48])[CH3:49])([CH3:50])[CH3:51].[K+:24]>>[CH3:1][C:2]1([CH3:23])[CH2:3][CH:4]=[C:5]([c:8]2[c:9]([NH:22][C:40]([c:29]3[n:28][c:27]([C:25]#[N:26])[cH:31][n:30]3[CH2:32][O:33][CH2:34][CH2:35][Si:36]([CH3:37])([CH3:38])[CH3:39])=[O:41])[cH:10][cH:11][c:12](-[c:14]3[cH:15][n:16][c:17]([O:20][CH3:21])[cH:18][cH:19]3)[cH:13]2)[CH2:6][CH2:7]1. As a reaction SMILES: [C:1]1([CH:7]([NH:10][CH2:11][C:12]2[CH:17]=[CH:16][C:15](OC)=[CH:14][CH:13]=2)[CH:8]=[CH2:9])[CH:6]=[CH:5][CH:4]=[CH:3][CH:2]=1.COC1C=CC(CN)=CC=1>>[C:1]1([CH:7]([NH:10][CH2:11][C:12]2[CH:13]=[CH:14][CH:15]=[CH:16][CH:17]=2)[CH:8]=[CH2:9])[CH:2]=[CH:3][CH:4]=[CH:5][CH:6]=1. The reactants are C1(=CC=CC=C1)C(C=C)NCC1=CC=C(C=C1)OC (N-(1-Phenyl-2-propenyl)-4-methoxybenzylamine), crude mixture, COC1=CC=C(CN)C=C1 (4-methoxybenzylamine), cinnamyl methylcarbonate. Product: C1(=CC=CC=C1)C(C=C)NCC1=CC=CC=C1 (N-(1-Phenyl-2-propenyl)benzylamine). Conditions: time 18 hour. Reported procedure: N-(1-Phenyl-2-propenyl)-4-methoxybenzylamine (Yadav, J. S.; Bandyopadhyay, A.; Reddy, B. V. S. Tetrahedron Lett. 2001, 42, 6385: The general procedure was followed with 4-methoxybenzylamine (186 mg, 1.35 mmol) and cinnamyl methylcarbonate (199 mg, 1.04 mmol). The reaction was conducted at room temperature for 18 h. 1H NMR analysis of the crude mixture indicated the ratio of regioisomers and diallylation product to be 98/0/2. The mixture was purified by flash column chromatography on silica gel (... Yield: 80.0%. Reactants: C1COCCO1, COC(=O)c1cn(C)c2cc(N3CCC(OCc4c(-c5c(Cl)cccc5Cl)noc4C(C)C)CC3)ccc12, [Li+], [OH-]. Reaction SMILES: [CH2:41]1[O:42][CH2:43][CH2:44][O:45][CH2:46]1.[CH3:3][O:4][C:5](=[O:6])[c:7]1[cH:8][n:9]([CH3:40])[c:10]2[cH:11][c:12]([N:16]3[CH2:17][CH2:18][CH:19]([O:22][CH2:23][c:24]4[c:25](-[c:32]5[c:33]([Cl:39])[cH:34][cH:35][cH:36][c:37]5[Cl:38])[n:26][o:27][c:28]4[CH:29]([CH3:30])[CH3:31])[CH2:20][CH2:21]3)[cH:13][cH:14][c:15]12.[Li+:1].[OH-:2]>>[O:4]=[C:5]([OH:6])[c:7]1[cH:8][n:9]([CH3:40])[c:10]2[cH:11][c:12]([N:16]3[CH2:17][CH2:18][CH:19]([O:22][CH2:23][c:24]4[c:25](-[c:32]5[c:33]([Cl:39])[cH:34][cH:35][cH:36][c:37]5[Cl:38])[n:26][o:27][c:28]4[CH:29]([CH3:30])[CH3:31])[CH2:20][CH2:21]3)[cH:13][cH:14][c:15]12. The product is CC(C)c1onc(-c2c(Cl)cccc2Cl)c1COC1CCN(c2ccc3c(C(=O)O)cn(C)c3c2)CC1. Reactants: C(CC#C)C(C(=O)OC(C)(C)C)(C(=O)OCC)C1=NC=C(C=N1)[N+](=O)[O-] (tert-butyl ethyl but-3-yn-1-yl(5-nitropyrimidin-2-yl)propanedioate). The solvent is [N+](=O)([O-])C1=CC=CC=C1 (nitrobenzene). The product is [N+](=O)([O-])C=1C=C2C(=NC1)C(CC2)(C(=O)OC(C)(C)C)C(=O)OCC (7-tert-butyl 7-ethyl 3-nitro-5,6-dihydro-7H-cyclopenta[b]pyridine-7,7-dicarboxylate). Reaction SMILES: [CH2:1]([C:5]([C:18]1N=C[C:21]([N+:24]([O-:26])=[O:25])=[CH:20][N:19]=1)([C:13]([O:15][CH2:16][CH3:17])=[O:14])[C:6]([O:8][C:9]([CH3:12])([CH3:11])[CH3:10])=[O:7])[CH2:2][C:3]#[CH:4]>[N+](C1C=CC=CC=1)([O-])=O>[N+:24]([C:21]1[CH:4]=[C:3]2[CH2:2][CH2:1][C:5]([C:13]([O:15][CH2:16][CH3:17])=[O:14])([C:6]([O:8][C:9]([CH3:10])([CH3:11])[CH3:12])=[O:7])[C:18]2=[N:19][CH:20]=1)([O-:26])=[O:25]. Procedure details: A solution of tert-butyl ethyl but-3-yn-1-yl(5-nitropyrimidin-2-yl)propanedioate (10.2 g, 28.1 mmol) in 100 mL of nitrobenzene was heated to 150° C. for 4 hours. Nitrobenzene was removed by vacuum and the residue was purified by column chromatography (Petroleum ether:EtOAc=10:1) to afford the title compound; MS m/z 337 (M+1)+. Reactants: C(C)(=O)OCC (ethyl acetate), ClC1=C(C=C2C=CNC(C2=C1)=O)F (7-Chloro-6-fluoro-2H-isoquinolin-1-one), C(C1=CC=CC=C1)Br (benzyl bromide), C(C1=CC=CC=C1)Br (benzyl bromide). Reagents/catalysts: C([O-])([O-])=O.[Ag+2] (silver carbonate). The solvent is C1CCOC1 (THF). Reaction conditions: time 8 hour. Yields the product C(C1=CC=CC=C1)OC1=NC=CC2=CC(=C(C=C12)Cl)F (1-Benzyloxy-7-chloro-6-fluoro-isoquinoline). As a reaction SMILES: [Cl:1][C:2]1[CH:11]=[C:10]2[C:5]([CH:6]=[CH:7][NH:8][C:9]2=[O:12])=[CH:4][C:3]=1[F:13].[CH2:14](Br)[C:15]1[CH:20]=[CH:19][CH:18]=[CH:17][CH:16]=1.C(OCC)(=O)C>C1COCC1.C(=O)([O-])[O-].[Ag+2]>[CH2:14]([O:12][C:9]1[C:10]2[C:5](=[CH:4][C:3]([F:13])=[C:2]([Cl:1])[CH:11]=2)[CH:6]=[CH:7][N:8]=1)[C:15]1[CH:20]=[CH:19][CH:18]=[CH:17][CH:16]=1 |f:4.5|. Procedure details: 7-Chloro-6-fluoro-2H-isoquinolin-1-one (prepared according to WO 2007/012422; 52.2 g) was dissolved in THF (1 L). After addition of silver carbonate (145.5 g) and benzyl bromide (40.6 mL), the mixture was stirred at room temperature overnight. Another 6.2 mL of benzyl bromide were added and the mixture was stirred at 70° C. for 2 h. After cooling down to room temperature, the reaction mixture was diluted by addition of 1 L of ethyl acetate and filtered over celite. The filter cake was washed tho... Starting materials: [I-].[K+] (potassium iodide), C(C)OC(C1=CC(=C(C=C1)OCCCBr)F)=O (4-(3-bromo-propoxy)-3-fluoro-benzoic acid ethyl ester), Cl.Cl.C1(CC1)N1CCNCC1 (1-Cyclopropyl-piperazine dihydrochloride), C([O-])([O-])=O.[K+].[K+] (potassium carbon-ate). Solvent: CC(=O)C (acetone). Yields the product N (ammonia), C(C)OC(C1=CC(=C(C=C1)OCCCN1CCN(CC1)C1CC1)F)=O (4-[3-(4-Cyclopropyl-piperazin-1-yl)-propoxy]-3-fluoro-benzoic Acid Ethyl Ester). The yield is 89.0%. As a reaction SMILES: Cl.Cl.[CH:3]1([N:6]2[CH2:11][CH2:10][NH:9][CH2:8][CH2:7]2)[CH2:5][CH2:4]1.C(=O)([O-])[O-].[K+].[K+].[I-].[K+].[CH2:20]([O:22][C:23](=[O:36])[C:24]1[CH:29]=[CH:28][C:27]([O:30][CH2:31][CH2:32][CH2:33]Br)=[C:26]([F:35])[CH:25]=1)[CH3:21]>CC(C)=O>[NH3:6].[CH2:20]([O:22][C:23](=[O:36])[C:24]1[CH:29]=[CH:28][C:27]([O:30][CH2:31][CH2:32][CH2:33][N:9]2[CH2:10][CH2:11][N:6]([CH:3]3[CH2:5][CH2:4]3)[CH2:7][CH2:8]2)=[C:26]([F:35])[CH:25]=1)[CH3:21] |f:0.1.2,3.4.5,6.7|. Procedure details: 1-Cyclopropyl-piperazine dihydrochloride (642 mg, 3.2 mmol, according to the procedure described by G. S. Poindexter, M. A. Bruce, K. L. Le Boulluec, I. Monkovic, Tet. Lett., 35(44), 7331-7334, 1994), potassium carbon-ate (2.1 g, 15.2 mmol) and potassium iodide (50 mg, 0.3 mmol) were added to 4-(3-bromo-propoxy)-3-fluoro-benzoic acid ethyl ester from Example E48.1 (1.2 g, 3.9 mmol) in acetone (25 ml). The mixture was heated at reflux for 20 h. The solid was filtered off, washed with EtOAc and th...